Dataset: the Open Reaction Database (ORD), a public repository of structured organic reaction records. Task: describe an organic reaction: reactants, conditions, products, and yield Starting materials: FC=1C=C(C=CC1C=1C(=NC(=NC1)O[C@H]1CN2C(OC1)=NC(=C2)[N+](=O)[O-])OC)N2C(O[C@H](C2)CNC(C)=O)=O (N-(3-{3-Fluoro-4-[4-methoxy-2-(2-nitro-6,7-dihydro-5H-imidazo[2,1-b][1,3]oxazin-6(S)-yloxy)-pyrimidin-5-yl]-phenyl}-2-oxo-oxazolidin-5(S)-ylmethyl)-acetamide), BrC=1C=C(C(=NC1)O[C@H]1CN2C(OC1)=NC(=C2)[N+](=O)[O-])C (6(S)-(5-bromo-3-methyl-pyridin-2-yloxy)-2-nitro-6,7-dihydro-5H-imidazo[2,1-b][1,3]oxazine). Product: FC=1C=C(C=CC1C=1C=NC(=C(C1)C)O[C@H]1CN2C(OC1)=NC(=C2)[N+](=O)[O-])N2C(O[C@H](C2)CNC(C)=O)=O ((S,S)—N-(3-{3-Fluoro-4-[5-methyl-6-(2-nitro-6,7-dihydro-5H-imidazo[2,1-b][1,3]oxazin-6-yloxy)-pyridin-3-yl]-phenyl}-2-oxo-oxazolidin-5-ylmethyl)-acetamide). As a reaction SMILES: [F:1][C:2]1[CH:3]=[C:4]([N:29]2[CH2:33][C@H:32]([CH2:34][NH:35][C:36](=[O:38])[CH3:37])[O:31][C:30]2=[O:39])[CH:5]=[CH:6][C:7]=1[C:8]1[C:9](OC)=N[C:11]([O:14][C@@H:15]2[CH2:20][O:19][C:18]3=[N:21][C:22]([N+:24]([O-:26])=[O:25])=[CH:23][N:17]3[CH2:16]2)=[N:12][CH:13]=1.Br[C:41]1C=C(C)C(O[C@@H]2COC3=NC([N+]([O-])=O)=CN3C2)=N[CH:46]=1>>[F:1][C:2]1[CH:3]=[C:4]([N:29]2[CH2:33][C@H:32]([CH2:34][NH:35][C:36](=[O:38])[CH3:37])[O:31][C:30]2=[O:39])[CH:5]=[CH:6][C:7]=1[C:8]1[CH:13]=[N:12][C:11]([O:14][C@@H:15]2[CH2:20][O:19][C:18]3=[N:21][C:22]([N+:24]([O-:26])=[O:25])=[CH:23][N:17]3[CH2:16]2)=[C:41]([CH3:46])[CH:9]=1. Procedure details: N-(3-{3-Fluoro-4-[4-methoxy-2-(2-nitro-6,7-dihydro-5H-imidazo[2,1-b][1,3]oxazin-6(S)-yloxy)-pyrimidin-5-yl]-phenyl}-2-oxo-oxazolidin-5(S)-ylmethyl)-acetamide. The title compound was prepared by following the same procedure as described in the preparation of Example 7, except 6(S)-(5-bromo-3-methyl-pyridin-2-yloxy)-2-nitro-6,7-dihydro-5H-imidazo[2,1-b][1,3]oxazine was used in place of 6(S)-(5-bromo-pyridin-2-yloxy)-2-nitro-6,7-dihydro-5H-imidazo[2,1-b][1,3]oxazine. ESI MS m/z 527.3 (M+H+); 1H NMR... Starting materials: FC(C(=O)O)(F)F (Trifluoroacetic acid), C(C)(C)(C)OC(NC1CCN(CC1)CC1COC=2C=NC3=CC=C(C=C3C2C1)OC)=O (1-(6-methoxy-3,4-dihydro-2H-1-oxa-9-aza-phenanthren-3-ylmethyl)-piperidin-4-yl-carbamic acid tert-butyl ester). Run in ClCCl (dichloromethane). Reaction conditions: time 2 hour. Product: COC=1C=C2C=3CC(COC3C=NC2=CC1)CN1CCC(CC1)N (1-(6-methoxy-3,4-dihydro-2H-1-oxa-9-aza-phenanthren-3-ylmethyl)-piperidin-4-ylamine). Yield: 114.2%. As a reaction SMILES: FC(F)(F)C(O)=O.C(OC(=O)[NH:14][CH:15]1[CH2:20][CH2:19][N:18]([CH2:21][CH:22]2[CH2:35][C:34]3[C:33]4[C:28](=[CH:29][CH:30]=[C:31]([O:36][CH3:37])[CH:32]=4)[N:27]=[CH:26][C:25]=3[O:24][CH2:23]2)[CH2:17][CH2:16]1)(C)(C)C>ClCCl>[CH3:37][O:36][C:31]1[CH:32]=[C:33]2[C:28](=[CH:29][CH:30]=1)[N:27]=[CH:26][C:25]1[O:24][CH2:23][CH:22]([CH2:21][N:18]3[CH2:19][CH2:20][CH:15]([NH2:14])[CH2:16][CH2:17]3)[CH2:35][C:34]2=1. Procedure: Trifluoroacetic acid (1.25 mL, 16.10 mmol, 15.0 eq) is added at 0° C. to a stirred solution of [1-(6-methoxy-3,4-dihydro-2H-1-oxa-9-aza-phenanthren-3-ylmethyl)-piperidin-4-yl-carbamic acid tert-butyl ester (540 mg, 1.07 mmol, 1.0 eq) in dichloromethane (15 mL). After 2 hours stirring at room temperature, the reaction mixture is extracted with dichloromethane (3×20 mL) and water (20 mL) and the pH is adjusted to 12 by the addition of a 1N sodium hydroxide aqueous solution. The combined organic la...